Dataset: the Open Reaction Database (ORD), a public repository of structured organic reaction records. Task: describe an organic reaction: reactants, conditions, products, and yield The reactants are O=C([O-])[O-], CCN(CC)C(=O)c1ccc(N(Cc2ccccc2)C2CCNCC2)cc1, C=CCBr, CC#N, [K+], [K+], O. Yields the product C=CCN1CCC(N(Cc2ccccc2)c2ccc(C(=O)N(CC)CC)cc2)CC1. RXN SMILES: [C:28](=[O:29])([O-:30])[O-:31].[CH2:1]([CH3:2])[N:3]([C:4]([c:5]1[cH:6][cH:7][c:8]([N:11]([CH:12]2[CH2:13][CH2:14][NH:15][CH2:16][CH2:17]2)[CH2:18][c:19]2[cH:20][cH:21][cH:22][cH:23][cH:24]2)[cH:9][cH:10]1)=[O:25])[CH2:26][CH3:27].[CH2:34]([CH:35]=[CH2:36])[Br:37].[CH3:38][C:39]#[N:40].[K+:32].[K+:33].[OH2:41]>>[CH2:1]([CH3:2])[N:3]([C:4]([c:5]1[cH:6][cH:7][c:8]([N:11]([CH:12]2[CH2:13][CH2:14][N:15]([CH2:36][CH:35]=[CH2:34])[CH2:16][CH2:17]2)[CH2:18][c:19]2[cH:20][cH:21][cH:22][cH:23][cH:24]2)[cH:9][cH:10]1)=[O:25])[CH2:26][CH3:27]. Reactants: CN(CCN(C(=O)C1=CC=C(C=C1)C1=CC(=C(C(=C1)Cl)CC1C(N(CC1)C1CCCCC1)=O)Cl)C)C (racemic 3′,5′-dichloro-4′-(1-cyclohexyl-2-oxo-pyrrolidin-3-ylmethyl)-biphenyl-4-carboxylic acid (2-dimethylamino-ethyl)-methyl-amide), ClC=1C=C(C(=O)OO)C=CC1 (3-chloroperoxybenzoic acid). Solvent: ClCCl (dichloromethane). Yields the product CN(CC[NH+](C(=O)C1=CC=C(C=C1)C1=CC(=C(C(=C1)Cl)CC1C(N(CC1)C1CCCCC1)=O)Cl)[O-])C (3′,5′-dichloro-4′-(1-cyclohexyl-2-oxo-pyrrolidin-3-ylmethyl)-biphenyl-4-carboxylic acid (2-dimethylamino-ethyl)-amide N-oxide). Isolated yield 88.3%. Reaction SMILES: [CH3:1][N:2]([CH3:36])[CH2:3][CH2:4][N:5](C)[C:6]([C:8]1[CH:13]=[CH:12][C:11]([C:14]2[CH:19]=[C:18]([Cl:20])[C:17]([CH2:21][CH:22]3[CH2:26][CH2:25][N:24]([CH:27]4[CH2:32][CH2:31][CH2:30][CH2:29][CH2:28]4)[C:23]3=[O:33])=[C:16]([Cl:34])[CH:15]=2)=[CH:10][CH:9]=1)=[O:7].ClC1C=C(C=CC=1)C(OO)=[O:42]>ClCCl>[CH3:1][N:2]([CH3:36])[CH2:3][CH2:4][NH+:5]([O-:42])[C:6]([C:8]1[CH:13]=[CH:12][C:11]([C:14]2[CH:19]=[C:18]([Cl:20])[C:17]([CH2:21][CH:22]3[CH2:26][CH2:25][N:24]([CH:27]4[CH2:32][CH2:31][CH2:30][CH2:29][CH2:28]4)[C:23]3=[O:33])=[C:16]([Cl:34])[CH:15]=2)=[CH:10][CH:9]=1)=[O:7]. Reported procedure: Dissolve racemic 3′,5′-dichloro-4′-(1-cyclohexyl-2-oxo-pyrrolidin-3-ylmethyl)-biphenyl-4-carboxylic acid (2-dimethylamino-ethyl)-methyl-amide (0.097 g, 0.183 mmol) in dichloromethane (5 mL) under argon atmosphere. Add 3-chloroperoxybenzoic acid (0.045 g, 0.200 mmol) and stir at room temperature for 1 hour. Concentrate under reduced pressure and purify via flash chromatography by eluding with gradient (100%) dichloromethane to 25% methanol/75% dichloromethane to obtain 0.086 g (87%) of a white so...